Dataset: the Open Reaction Database (ORD), a public repository of structured organic reaction records. Task: describe an organic reaction: reactants, conditions, products, and yield The reactants are C(C)(C)(C)OC(=O)N1C(CCCC1)CCOC1=C(C(NC2=CC(=C(C=C12)[N+](=O)[O-])Cl)=O)C=1SC=CC1 (2-[2-(7-chloro-6-nitro-2-oxo-3-thiophen-2-yl-1,2-dihydro-quinolin-4-yloxy)-ethyl]-piperidine-1-carboxylic acid tert-butyl ester), FC(C(=O)O)(F)F (trifluoroacetic acid). The reagents and catalysts are C1(=CC=CC=C1)OC (anisole). Yields the product ClC1=C(C=C2C(=C(C(NC2=C1)=O)C=1SC=CC1)OCCC1NCCCC1)[N+](=O)[O-] (7-chloro-6-nitro-4-(2-piperidin-2-yl-ethoxy)-3-thiophen-2-yl-1H-quinolin-2-one). The yield is 68.4%. As a reaction SMILES: C(OC([N:8]1[CH2:13][CH2:12][CH2:11][CH2:10][CH:9]1[CH2:14][CH2:15][O:16][C:17]1[C:26]2[C:21](=[CH:22][C:23]([Cl:30])=[C:24]([N+:27]([O-:29])=[O:28])[CH:25]=2)[NH:20][C:19](=[O:31])[C:18]=1[C:32]1[S:33][CH:34]=[CH:35][CH:36]=1)=O)(C)(C)C.FC(F)(F)C(O)=O>C1(OC)C=CC=CC=1>[Cl:30][C:23]1[CH:22]=[C:21]2[C:26]([C:17]([O:16][CH2:15][CH2:14][CH:9]3[CH2:10][CH2:11][CH2:12][CH2:13][NH:8]3)=[C:18]([C:32]3[S:33][CH:34]=[CH:35][CH:36]=3)[C:19](=[O:31])[NH:20]2)=[CH:25][C:24]=1[N+:27]([O-:29])=[O:28]. Reported procedure: To a solution of 2-[2-(7-chloro-6-nitro-2-oxo-3-thiophen-2-yl-1,2-dihydro-quinolin-4-yloxy)-ethyl]-piperidine-1-carboxylic acid tert-butyl ester (45 mg in 2.0 mL methylene chloride) was added 2 drops of anisole followed by 1.0 mL of trifluoroacetic acid and the mixture stirred at room temperature. After 45 minutes the solvents were removed in vacuo and the resulting residue purified by flash chromatography on silica gel (methylene chloride:methanol, 95:5) to give the title compound (25 mg). Reactants: C1COCCOCCOCCOCCOCCO1, CCOC(=O)C1CCC(OS(=O)(=O)c2ccc(C)cc2)CC1, Cc1n[nH]c(C)c1I, [K+], [K+], O=C([O-])[O-], CN(C)C=O. Yields the product CCOC(=O)C1CCC(n2nc(C)c(I)c2C)CC1. RXN SMILES: [CH2:37]1[O:38][CH2:39][CH2:40][O:41][CH2:42][CH2:43][O:44][CH2:45][CH2:46][O:47][CH2:48][CH2:49][O:50][CH2:51][CH2:52][O:53][CH2:54]1.[CH2:9]([CH3:10])[O:11][C:12](=[O:13])[CH:14]1[CH2:15][CH2:16][CH:17]([O:20][S:21]([c:22]2[cH:23][cH:24][c:25]([CH3:26])[cH:27][cH:28]2)(=[O:29])=[O:30])[CH2:18][CH2:19]1.[CH3:1][c:2]1[n:3][nH:4][c:5]([CH3:8])[c:6]1[I:7].[K+:31].[K+:32].[O-:33][C:34]([O-:35])=[O:36].[O:55]=[CH:56][N:57]([CH3:58])[CH3:59]>>[CH3:1][c:2]1[n:3][n:4]([CH:17]2[CH2:16][CH2:15][CH:14]([C:12]([O:11][CH2:9][CH3:10])=[O:13])[CH2:19][CH2:18]2)[c:5]([CH3:8])[c:6]1[I:7]. The reactants are C(C)(C)[N-]C(C)C.[Li+] (Lithium diisopropylamide), C(C)(=O)OC(C)(C=C)CCC=C(C)C (Linalyl acetate), C1=C(C=CC2=CC=CC=C12)C(=O)Cl (2-naphthoyl chloride). Run in C1CCOC1 (THF), C1CCOC1 (THF). Run at temperature -20 celsius, time 15 minute. Yields the product C1=C(C=CC2=CC=CC=C12)C(=O)CC(=O)OC(C)(C=C)CCC=C(C)C ((±)-Linalyl (2-naphthoyl)acetate). RXN SMILES: C([N-]C(C)C)(C)C.[Li+].[C:9]([O:12][C:13]([CH2:17][CH2:18][CH:19]=[C:20]([CH3:22])[CH3:21])([CH:15]=[CH2:16])[CH3:14])(=[O:11])[CH3:10].[CH:23]1[C:32]2[C:27](=[CH:28][CH:29]=[CH:30][CH:31]=2)[CH:26]=[CH:25][C:24]=1[C:33](Cl)=[O:34]>C1COCC1>[CH:23]1[C:32]2[C:27](=[CH:28][CH:29]=[CH:30][CH:31]=2)[CH:26]=[CH:25][C:24]=1[C:33]([CH2:10][C:9]([O:12][C:13]([CH2:17][CH2:18][CH:19]=[C:20]([CH3:22])[CH3:21])([CH:15]=[CH2:16])[CH3:14])=[O:11])=[O:34] |f:0.1|. Procedure: Lithium diisopropylamide in the amount of 101.0 mL (2.0 M, 0.202 mol) is placed into a 500 mL three-necked round-bottomed flask fitted with a magnetic stirrer, internal thermometer, argon inlet, and addition funnel. The flask is placed in a dry ice-acetone bath. Linalyl acetate in the amount of 18.66 g (0.095 mol) is dissolved in THF (5 mL) and the resulting solution added to the flask over 45 min. Once addition is complete, the mixture is stirred for an additional 15 min before being treated wi... Reactants: C(C)(=O)C1=CC=C(C=C1)S(=O)(=O)NC1=NC=CC=C1 (4-acetyl-N-pyridin-2-ylbenzenesulfonamide), C(C)(=O)N1C(=CC2=CC=CC=C12)C=1C(=CC(=C(C=O)C1)OC)OC (5-(1-acetyl-1H-indol-2-yl)-2,4-dimethoxybenzaldehyde), N1C(=CC2=CC=CC=C12)C=1C(=CC(=C(C=O)C1)OC)OC (5-(1H-indol-2-yl)-2,4-dimethoxybenzaldehyde). Product: N1C(=CC2=CC=CC=C12)C=1C(=CC(=C(C1)/C=C/C(=O)C1=CC=C(C=C1)S(=O)(=O)NC1=NC=CC=C1)OC)OC (4-{3E-[5-(1H-Indol-2-yl)-2,4-dimethoxyphenyl]acryloyl}-N-pyridin-2-ylbenzenesulfonamide). RXN SMILES: [C:1]([C:4]1[CH:9]=[CH:8][C:7]([S:10]([NH:13][C:14]2[CH:19]=[CH:18][CH:17]=[CH:16][N:15]=2)(=[O:12])=[O:11])=[CH:6][CH:5]=1)(=[O:3])[CH3:2].C([N:23]1[C:31]2[C:26](=[CH:27][CH:28]=[CH:29][CH:30]=2)[CH:25]=[C:24]1[C:32]1[C:33]([O:42][CH3:43])=[CH:34][C:35]([O:40][CH3:41])=[C:36]([CH:39]=1)[CH:37]=O)(=O)C.N1C2C(=CC=CC=2)C=C1C1C(OC)=CC(OC)=C(C=1)C=O>>[NH:23]1[C:31]2[C:26](=[CH:27][CH:28]=[CH:29][CH:30]=2)[CH:25]=[C:24]1[C:32]1[C:33]([O:42][CH3:43])=[CH:34][C:35]([O:40][CH3:41])=[C:36](/[CH:37]=[CH:2]/[C:1]([C:4]2[CH:5]=[CH:6][C:7]([S:10]([NH:13][C:14]3[CH:19]=[CH:18][CH:17]=[CH:16][N:15]=3)(=[O:12])=[O:11])=[CH:8][CH:9]=2)=[O:3])[CH:39]=1. Procedure: NH4Cl (25 mL) and transferred to a separatory funnel containing THF (50 mL), EtOAc (50 mL) and H2O (50 mL). The layers were cut and the organic layer was concentrated to dryness. The crude product was suspended in EtOH (50 mL), filtered and then dried under vacuum to afford 2.5 g (85% yield) of the title compound, analytical dada identical as above. Similarly, the title compound could be prepared from 4-acetyl-N-pyridin-2-ylbenzenesulfonamide (Ex-5A) and 5-(1-acetyl-1H-indol-2-yl)-2,4-dimethoxyb... RXN SMILES: [C:32](=[O:33])([O-:34])[O-:35].[Cl:22][CH2:23][CH2:24][CH2:25][N:26]([CH:27]1[CH2:28][CH2:29][CH2:30]1)[CH3:31].[K+:36].[K+:37].[O:38]=[CH:39][N:40]([CH3:41])[CH3:42].[n:1]1[c:2]([NH:7][CH2:8][C:9]2([c:15]3[cH:16][cH:17][c:18]([OH:21])[cH:19][cH:20]3)[CH2:10][CH2:11][O:12][CH2:13][CH2:14]2)[cH:3][cH:4][cH:5][cH:6]1>>[n:1]1[c:2]([NH:7][CH2:8][C:9]2([c:15]3[cH:16][cH:17][c:18]([O:21][CH2:23][CH2:24][CH2:25][N:26]([CH:27]4[CH2:28][CH2:29][CH2:30]4)[CH3:31])[cH:19][cH:20]3)[CH2:10][CH2:11][O:12][CH2:13][CH2:14]2)[cH:3][cH:4][cH:5][cH:6]1. Yields the product CN(CCCOc1ccc(C2(CNc3ccccn3)CCOCC2)cc1)C1CCC1. The reactants are O=C([O-])[O-], CN(CCCCl)C1CCC1, [K+], [K+], CN(C)C=O, Oc1ccc(C2(CNc3ccccn3)CCOCC2)cc1. Reactants: [BH4-], C1CCOC1, CC(C)(C)OC(=O)N1CCC2(C1)C(=O)Nc1ccc(Cl)cc12, [Na+]. The product is CC(C)(C)OC(=O)N1CCC2(CNc3ccc(Cl)cc32)C1. RXN SMILES: [BH4-:23].[CH2:25]1[O:26][CH2:27][CH2:28][CH2:29]1.[Cl:1][c:2]1[cH:3][c:4]2[c:8]([cH:9][cH:10]1)[NH:7][C:6](=[O:11])[C:5]21[CH2:12][N:13]([C:16](=[O:17])[O:18][C:19]([CH3:20])([CH3:21])[CH3:22])[CH2:14][CH2:15]1.[Na+:24]>>[Cl:1][c:2]1[cH:3][c:4]2[c:8]([cH:9][cH:10]1)[NH:7][CH2:6][C:5]21[CH2:12][N:13]([C:16](=[O:17])[O:18][C:19]([CH3:20])([CH3:21])[CH3:22])[CH2:14][CH2:15]1.